This data is from the Open Reaction Database (ORD), a public repository of structured organic reaction records. The task is: describe an organic reaction: reactants, conditions, products, and yield Reactants: COC(=O)c1nc(SC)ncc1S(=O)(=O)c1ccccc1, [Li+], C1CCOC1, [OH-]. Yields the product CSc1ncc(S(=O)(=O)c2ccccc2)c(C(=O)O)n1. Reaction SMILES: [CH3:1][O:2][C:3](=[O:4])[c:5]1[n:6][c:7]([S:20][CH3:21])[n:8][cH:9][c:10]1[S:11](=[O:12])(=[O:13])[c:14]1[cH:15][cH:16][cH:17][cH:18][cH:19]1.[Li+:22].[O:24]1[CH2:25][CH2:26][CH2:27][CH2:28]1.[OH-:23]>>[O:2]=[C:3]([OH:4])[c:5]1[n:6][c:7]([S:20][CH3:21])[n:8][cH:9][c:10]1[S:11](=[O:12])(=[O:13])[c:14]1[cH:15][cH:16][cH:17][cH:18][cH:19]1. Reaction SMILES: [CH2:37]([CH3:38])[O:39][C:40]([C:41](=[O:42])[c:43]1[cH:44][c:45]([Cl:51])[c:46]([S:49][CH3:50])[cH:47][cH:48]1)=[O:52].[CH3:27][Si:28]([N-:29][Si:30]([CH3:31])([CH3:32])[CH3:33])([CH3:34])[CH3:35].[CH:2]1([CH2:7][PH:8]([c:9]2[cH:10][cH:11][cH:12][cH:13][cH:14]2)([c:15]2[cH:16][cH:17][cH:18][cH:19][cH:20]2)[c:21]2[cH:22][cH:23][cH:24][cH:25][cH:26]2)[CH2:3][CH2:4][CH2:5][CH2:6]1.[I-:1].[Na+:36].[O:53]1[CH2:54][CH2:55][CH2:56][CH2:57]1.[OH2:58]>>[CH:2]1([CH:7]=[C:41]([C:40]([O:39][CH2:37][CH3:38])=[O:52])[c:43]2[cH:44][c:45]([Cl:51])[c:46]([S:49][CH3:50])[cH:47][cH:48]2)[CH2:3][CH2:4][CH2:5][CH2:6]1. The reactants are CCOC(=O)C(=O)c1ccc(SC)c(Cl)c1, C[Si](C)(C)[N-][Si](C)(C)C, c1ccc([PH](CC2CCCC2)(c2ccccc2)c2ccccc2)cc1, [I-], [Na+], C1CCOC1, O. The product is CCOC(=O)C(=CC1CCCC1)c1ccc(SC)c(Cl)c1. Starting materials: C1CCOC1, CC(C)[N-]C(C)C, COC=O, N#Cc1c(F)cccc1I, [Li+], O. Yields the product N#Cc1c(I)ccc(C=O)c1F. As a reaction SMILES: [CH2:24]1[O:25][CH2:26][CH2:27][CH2:28]1.[CH3:2][CH:3]([N-:4][CH:5]([CH3:6])[CH3:7])[CH3:8].[CH:19](=[O:20])[O:21][CH3:22].[F:9][c:10]1[c:11]([C:12]#[N:13])[c:14]([I:18])[cH:15][cH:16][cH:17]1.[Li+:1].[OH2:23]>>[F:9][c:10]1[c:11]([C:12]#[N:13])[c:14]([I:18])[cH:15][cH:16][c:17]1[CH:19]=[O:20]. The reactants are COC([C@@H](N)CC1=CC(=C(C(=C1)OC)OC)OC)=O (3,4,5-trimethoxyphenylalanine methyl ester), ON=C(C(=O)O)CC(C)C (α-hydroxyiminoisocaproic acid), ON1C(CCC1=O)=O (N-hydroxysuccinimide), C1(CCCCC1)N=C=NC1CCCCC1 (N,N'-dicyclohexylcarbodiimide). Run in O1CCOCC1 (dioxane). Conditions: time 18 hour. The product is COC([C@@H](NC(C(CC(C)C)=NO)=O)CC1=CC(=C(C(=C1)OC)OC)OC)=O (N-(2-hydroxyimino-4-methylpentanoyl)-(3,4,5-trimethoxy)phenylalanine methyl ester). The yield is 84.1%. As a reaction SMILES: [CH3:1][O:2][C:3](=[O:19])[C@H:4]([CH2:6][C:7]1[CH:12]=[C:11]([O:13][CH3:14])[C:10]([O:15][CH3:16])=[C:9]([O:17][CH3:18])[CH:8]=1)[NH2:5].[OH:20][N:21]=[C:22]([CH2:26][CH:27]([CH3:29])[CH3:28])[C:23](O)=[O:24].ON1C(=O)CCC1=O.C1(N=C=NC2CCCCC2)CCCCC1>O1CCOCC1>[CH3:1][O:2][C:3](=[O:19])[C@H:4]([CH2:6][C:7]1[CH:8]=[C:9]([O:17][CH3:18])[C:10]([O:15][CH3:16])=[C:11]([O:13][CH3:14])[CH:12]=1)[NH:5][C:23](=[O:24])[C:22](=[N:21][OH:20])[CH2:26][CH:27]([CH3:29])[CH3:28]. Reported procedure: To a solution of 34.47 g of 3,4,5-trimethoxyphenylalanine methyl ester, 18.87 g of α-hydroxyiminoisocaproic acid, 14.96 g of N-hydroxysuccinimide in 1 liter of dioxane, was added 26.82 g of N,N'-dicyclohexylcarbodiimide, and the mixture was stirred at room temperature for 18 hours. The reaction mixture was filtrated, and the filtrate was subjected to distillation to remove the solvent. The resulting residue was purified by means of a silica gel column chromatography (eluent: ethyl acetate:n-hexa... Starting materials: FC1=C(C=C(C(=O)O)C=C1)C (4-fluoro-3-methylbenzoic acid), [N+](=O)([O-])[O-].[K+] (KNO3), ice water. The solvent is OS(=O)(=O)O (H2SO4). Conditions: time 2 hour. The product is FC1=CC(=C(C(=O)O)C=C1C)[N+](=O)[O-] (4-fluoro-5-methyl-2-nitrobenzoic acid). Yield: 104.6%. Reaction SMILES: [F:1][C:2]1[CH:10]=[CH:9][C:5]([C:6]([OH:8])=[O:7])=[CH:4][C:3]=1[CH3:11].[N+:12]([O-])([O-:14])=[O:13].[K+]>OS(O)(=O)=O>[F:1][C:2]1[C:3]([CH3:11])=[CH:4][C:5]([C:6]([OH:8])=[O:7])=[C:9]([N+:12]([O-:14])=[O:13])[CH:10]=1 |f:1.2|. Procedure: To a solution of 4-fluoro-3-methylbenzoic acid (3.7 g, 24 mmol) in conc. H2SO4 (50 mL) at 0° C. was added KNO3 (3.6 g, 36 mmol) in one portion and the mixture was stirred at rt for 2 h. The reaction mixture was poured into ice water (200 mL) and extracted with DCM (100 mL×2). The organic layer was washed with brine, dried and concentrated to give the crude 4-fluoro-5-methyl-2-nitrobenzoic acid (5 g) as white solid. It was used in the next step without further purification. Starting materials: FC1=CC=C(C=C1)C(CCCCCC(=O)O)C=1C(C(=C(C(C1C)=O)C)C)=O (7-(4-Fluorophenyl)-7-(3,5,6-trimethyl-1,4-benzoquinon-2-yl)-heptanoic acid), C(C)(=O)OCC (ethyl acetate), Cl.NO (hydroxylamine hydrochloride), C(O)([O-])=O.[Na+] (sodium hydrogencarbonate). The solvent is ClCCl (dichloromethane), C(C(=O)Cl)(=O)Cl (oxalyl chloride), C1CCOC1 (THF). Conditions: temperature 50 celsius, time 1 hour. Yields the product FC1=CC=C(C=C1)C(CCCCCC(=O)NO)C=1C(C(=C(C(C1C)=O)C)C)=O (7-(4-fluorophenyl)-7-(3,5,6-trimethyl-1,4-benzoquinon-2-yl)-heptanohydroxamic acid). The yield is 82.1%. Reaction SMILES: [F:1][C:2]1[CH:7]=[CH:6][C:5]([CH:8]([C:17]2[C:18](=[O:27])[C:19]([CH3:26])=[C:20]([CH3:25])[C:21](=[O:24])[C:22]=2[CH3:23])[CH2:9][CH2:10][CH2:11][CH2:12][CH2:13][C:14](O)=[O:15])=[CH:4][CH:3]=1.Cl.[NH2:29][OH:30].C(=O)([O-])O.[Na+].C(OCC)(=O)C>ClCCl.C(Cl)(=O)C(Cl)=O.C1COCC1>[F:1][C:2]1[CH:7]=[CH:6][C:5]([CH:8]([C:17]2[C:18](=[O:27])[C:19]([CH3:26])=[C:20]([CH3:25])[C:21](=[O:24])[C:22]=2[CH3:23])[CH2:9][CH2:10][CH2:11][CH2:12][CH2:13][C:14]([NH:29][OH:30])=[O:15])=[CH:4][CH:3]=1 |f:1.2,3.4|. Reported procedure: 7-(4-Fluorophenyl)-7-(3,5,6-trimethyl-1,4-benzoquinon-2-yl)-heptanoic acid (0.8 g, 2.2 mmol) was dissolved in dichloromethane (20 ml), to which oxalyl chloride (0.5 ml) was added at room temperature. The reaction mixture was stirred at 50° C. for 1 hour, and the solvent was evaporated under reduced pressure The resultant residue was dissolved in THF (5 ml), which was added dropwise at room temperature to a mixture of hydroxylamine hydrochloride (0.5 g, 7 mmol) in THF (10 ml) and saturated soluti...